From a dataset of the Open Reaction Database (ORD), a public repository of structured organic reaction records. describe an organic reaction: reactants, conditions, products, and yield Reactants: C#CCNC(=C[N+](=O)[O-])SC, NCCSCc1nccs1. As a reaction SMILES: [CH3:1][S:2][C:3](=[CH:4][N+:5](=[O:6])[O-:7])[NH:8][CH2:9][C:10]#[CH:11].[s:12]1[c:13]([CH2:17][S:18][CH2:19][CH2:20][NH2:21])[n:14][cH:15][cH:16]1>>[C:3](=[CH:4][N+:5](=[O:6])[O-:7])([NH:8][CH2:9][C:10]#[CH:11])[NH:21][CH2:20][CH2:19][S:18][CH2:17][c:13]1[s:12][cH:16][cH:15][n:14]1. The product is C#CCNC(=C[N+](=O)[O-])NCCSCc1nccs1. The reactants are ClC1=C(C=CC=C1)C1=CC=C(C=C1)C(C)SCC(=O)O ([1-(2'-chloro-4-biphenylyl)-ethylthio]-acetic acid), C(=O)(N1C=NC=C1)N1C=NC=C1 (carbonyldiimidazole), N (ammonia), obtained solution, [N-]1C=NC=C1 (imidazolide). Solvent: O1CCCC1 (tetrahydrofuran). Run at time 0.5 hour. Yields the product ClC1=C(C=CC=C1)C1=CC=C(C=C1)C(C)SCC(=O)N ([1-(2'-Chloro-4-biphenylyl)-ethylthio]-acetic acid amide). Yield: 100.0%. Reaction SMILES: [Cl:1][C:2]1[CH:7]=[CH:6][CH:5]=[CH:4][C:3]=1[C:8]1[CH:13]=[CH:12][C:11]([CH:14]([S:16][CH2:17][C:18]([OH:20])=O)[CH3:15])=[CH:10][CH:9]=1.C(N1C=CN=C1)([N:23]1C=CN=C1)=O.N.[N-]1C=CN=C1>O1CCCC1>[Cl:1][C:2]1[CH:7]=[CH:6][CH:5]=[CH:4][C:3]=1[C:8]1[CH:13]=[CH:12][C:11]([CH:14]([S:16][CH2:17][C:18]([NH2:23])=[O:20])[CH3:15])=[CH:10][CH:9]=1. Reported procedure: 63.0 gm (0.205 mol) of [1-(2'-chloro-4-biphenylyl)-ethylthio]-acetic acid were dissolved in 630 ml of dry tetrahydrofuran, and 33.3 gm (0.246 mol) of carbonyldiimidazole were added. After stirring the mixture for 1/2 hour, dry ammonia was introduced into 300 ml of the obtained solution of the imidazolide (corresponding to 0.0683 mol), while cooling slightly, until the mixture was saturated. Subsequently, the mixture was stirred for 2.5 hours more and then evaporated in vacuo. The residue was dis...